From a dataset of the Open Reaction Database (ORD), a public repository of structured organic reaction records. describe an organic reaction: reactants, conditions, products, and yield The reactants are C[Mg+].[Br-] (MeMgBr), CC(=O)C (acetone), BrC=1C=CC(=C(C=O)C1)F (5-bromo-2 fluoro-benzaldehyde), C([O-])(O)=O.[Na+] (sodium bicarbonate). The reagents and catalysts are CC(=O)C.OS(=O)(=O)O.O=[Cr](=O)=O (Jones reagent). Solvent: CCOCC (ether). Run at time 30 minute. Yields the product BrC=1C=CC(=C(C1)C(C)=O)F (1-(5-Bromo-2-fluoro-phenyl)-ethanone). Yield: 87.0%. As a reaction SMILES: [Br:1][C:2]1[CH:3]=[CH:4][C:5]([F:10])=[C:6]([CH:9]=1)[CH:7]=[O:8].C[Mg+].[Br-].[C:14](=O)(O)[O-].[Na+].CC(C)=O>CCOCC.CC(C)=O.OS(O)(=O)=O.O=[Cr](=O)=O>[Br:1][C:2]1[CH:3]=[CH:4][C:5]([F:10])=[C:6]([C:7](=[O:8])[CH3:14])[CH:9]=1 |f:1.2,3.4,7.8.9|. Procedure: To a 0° C. stirred solution of 5-bromo-2 fluoro-benzaldehyde (5.00 g, 24.6 mmol) in anhydrous ether (100 mL) under nitrogen gas was added via syringe MeMgBr (3M solution in ether, 10 mL, 30 mmol) over 3 min. After 30 min, TLC showed the reaction completed. The mixture was poured into a saturated solution of sodium bicarbonate (100 mL), the organic layer was separated and the aqueous layer was extracted with ethyl acetate (100 mL). The combined organic layers were dried over magnesium sulfate, fi...